This data is from the Open Reaction Database (ORD), a public repository of structured organic reaction records. The task is: describe an organic reaction: reactants, conditions, products, and yield The reactants are O.Cl.Cl.Cl.C(C)N(CCOC=1C=CC2=CC3=CC=C(C=C3N=C2C1)OCCN(CC)CC)CC (3,6-bis(2-diethylaminoethoxy)acridine trihydrochloride monohydrate), crude product, S(O)(O)(=O)=O (sulfuric acid), ClN1C(CCC1=O)=O (N-chlorosuccinimide). Product: C(C)N(CCOC=1C=CC2=CC3=CC=C(C(=C3N=C2C1Cl)Cl)OCCN(CC)CC)CC (3,6-bis(2-diethylaminoethoxy)-4,5-dichloroacridine). RXN SMILES: O.[ClH:2].[ClH:3].Cl.[CH2:5]([N:7]([CH2:33][CH3:34])[CH2:8][CH2:9][O:10][C:11]1[CH:12]=[CH:13][C:14]2[C:23]([CH:24]=1)=[N:22][C:21]1[C:16](=[CH:17][CH:18]=[C:19]([O:25][CH2:26][CH2:27][N:28]([CH2:31][CH3:32])[CH2:29][CH3:30])[CH:20]=1)[CH:15]=2)[CH3:6].S(=O)(=O)(O)O.ClN1C(=O)CCC1=O>>[CH2:29]([N:28]([CH2:31][CH3:32])[CH2:27][CH2:26][O:25][C:19]1[CH:18]=[CH:17][C:16]2[C:21]([C:20]=1[Cl:2])=[N:22][C:23]1[C:14](=[CH:13][CH:12]=[C:11]([O:10][CH2:9][CH2:8][N:7]([CH2:5][CH3:6])[CH2:33][CH3:34])[C:24]=1[Cl:3])[CH:15]=2)[CH3:30] |f:0.1.2.3.4|. Procedure details: A 2.148 g. portion of 3,6-bis(2-diethylaminoethoxy)acridine trihydrochloride monohydrate is dissolved in 8 ml. of concentrated sulfuric acid. This solution is cooled in an ice bath and 1.175 g. of N-chlorosuccinimide are added. The procedure of Example 3 is followed giving 1.5 g. of a reddish brown crude product. This product is dissolved in 100 ml. of dichloromethane and filtered through a 2 inch×21/2 inch bed of alumina. The filter bed is washed with one liter of dichloromethane, then one lite... The reactants are CC(C)O, Nc1c(Cl)cc(Cl)cc1[N+](=O)[O-], Nc1c(Cl)cc([N+](=O)[O-])cc1Cl, O=N[O-], [Na+], O, O=S(=O)(O)O. Product: O=[N+]([O-])c1cc(Cl)cc(Cl)c1. Reaction SMILES: [CH:35]([OH:36])([CH3:37])[CH3:38].[Cl:13][c:14]1[cH:15][c:16]([Cl:17])[cH:18][c:19]([N+:20]([O-:21])=[O:22])[c:23]1[NH2:24].[Cl:1][c:2]1[c:3]([NH2:4])[c:5]([Cl:12])[cH:6][c:7]([N+:9](=[O:10])[O-:11])[cH:8]1.[N:30]([O-:31])=[O:32].[Na+:33].[OH2:34].[S:25](=[O:26])(=[O:27])([OH:28])[OH:29]>>[Cl:1][c:2]1[cH:3][c:5]([Cl:12])[cH:6][c:7]([N+:9](=[O:10])[O-:11])[cH:8]1.